This data is from the Open Reaction Database (ORD), a public repository of structured organic reaction records. The task is: describe an organic reaction: reactants, conditions, products, and yield Reactants: C\C(=C/C(=O)OCC)\C=1SC(=CC1)CC(C)OS(=O)(=O)C1=CC=C(C=C1)C (ethyl (E)-β-methyl-5-[(RS)-2-[(p-toluenesulphonyl)oxy]propyl]-2-thiopheneacrylate), methylene chloride-alcohol, [N-]=[N+]=[N-].[Na+] (sodium azide). RXN SMILES: [CH3:1]/[C:2](/[C:9]1[S:10][C:11]([CH2:14][CH:15](OS(C2C=CC(C)=CC=2)(=O)=O)[CH3:16])=[CH:12][CH:13]=1)=[CH:3]\[C:4]([O:6][CH2:7][CH3:8])=[O:5].[N-:28]=[N+:29]=[N-:30].[Na+]>CS(C)=O>[N:28]([CH:15]([CH3:16])[CH2:14][C:11]1[S:10][C:9](/[C:2](/[CH3:1])=[CH:3]/[C:4]([O:6][CH2:7][CH3:8])=[O:5])=[CH:13][CH:12]=1)=[N+:29]=[N-:30] |f:1.2|. Procedure: For the preparation of the amine starting material of Examples 6 and 10g, 5-[(RS)-2-hydroxypropyl]-2-thienyl methyl ketone and triethyl phosphonoacetate were reacted in ethanol in the presence of sodium ethylate to give ethyl (E)-5-[(RS)-2-hydroxypropyl]-β-methyl-2-thiopheneacrylate. With p-toluenesulfonyl chloride, there was obtained therefrom ethyl (E)-β-methyl-5-[(RS)-2-[(p-toluenesulphonyl)oxy]propyl]-2-thiopheneacrylate (m.p. 121°, from methylene chloride-alcohol. Reaction with sodium azide... Run in CS(=O)C (dimethylsulfoxide). Yields the product N(=[N+]=[N-])C(CC1=CC=C(S1)/C(=C/C(=O)OCC)/C)C (ethyl (E)-5-[(RS)-2-azido-propyl]-β-methyl-2-thiopheneacrylate). Starting materials: COC1=CC=C(C=C1)/C(=C/C=C/C(=O)O)/CCCCCCCC ((E,E)-5-(4-methoxyphenyl)-2,4-tridecadienoic acid), [N+](=O)([O-])C1=CC=C(C=C1)O (4-nitrophenol), C1(CCCCC1)N=C=NC1CCCCC1 (1,3-dicyclohexylcarbodiimide). Run in ClCCl (dichloromethane). Run at time 18 hour. Yields the product [N+](=O)([O-])C1=CC=C(C=C1)OC(\C=C\C=C(/CCCCCCCC)\C1=CC=C(C=C1)OC)=O ((E,E)-5-(4-methoxyphenyl)-2,4-tridecadienoic acid 4-nitrophenyl ester). The yield is 73.8%. RXN SMILES: [CH3:1][O:2][C:3]1[CH:8]=[CH:7][C:6](/[C:9](/[CH2:16][CH2:17][CH2:18][CH2:19][CH2:20][CH2:21][CH2:22][CH3:23])=[CH:10]/[CH:11]=[CH:12]/[C:13]([OH:15])=[O:14])=[CH:5][CH:4]=1.[N+:24]([C:27]1[CH:32]=[CH:31][C:30](O)=[CH:29][CH:28]=1)([O-:26])=[O:25].C1(N=C=NC2CCCCC2)CCCCC1>ClCCl>[N+:24]([C:27]1[CH:32]=[CH:31][C:30]([O:14][C:13](=[O:15])/[CH:12]=[CH:11]/[CH:10]=[C:9](/[C:6]2[CH:5]=[CH:4][C:3]([O:2][CH3:1])=[CH:8][CH:7]=2)\[CH2:16][CH2:17][CH2:18][CH2:19][CH2:20][CH2:21][CH2:22][CH3:23])=[CH:29][CH:28]=1)([O-:26])=[O:25]. Reported procedure: As in Example 115, (E,E)-5-(4-methoxyphenyl)-2,4-tridecadienoic acid (4.75 g) and 4-nitrophenol (2,5 g) in 25 mL of dichloromethane was treated with 1,3-dicyclohexylcarbodiimide (3.1 g) and the mixture was stirred at room temperature for 18 hours. After the usual work up, 4.85 g of (E,E)-5-(4-methoxyphenyl)-2,4-tridecadienoic acid 4-nitrophenyl ester was obtained as an oil. Starting materials: [N+](=O)([O-])C=1C(=NC=CC1)C=O (3-nitropyridine-2-carbaldehyde), CN(C(N(C)C)=N)C (Tetramethylguanidine), COC(C(P(=O)(OC)OC)NC(=O)OC(C)(C)C)=O (Methyl[(tert-butoxycarbonyl)amino](dimethoxyphosphoryl)acetate). The solvent is C1CCOC1 (THF), C1CCOC1 (THF), O (water). Run at temperature -78 celsius, time 10 minute. Product: C(C)(C)(C)OC(=O)NC(C(=O)OC)=CC1=NC=CC=C1[N+](=O)[O-] (Methyl 2-[(tert-butoxycarbonyl)amino]-3-(3nitropyridin-2-yl)acrylate). Reaction SMILES: [CH3:1][O:2][C:3](=[O:19])[CH:4]([NH:11][C:12]([O:14][C:15]([CH3:18])([CH3:17])[CH3:16])=[O:13])P(OC)(OC)=O.CN(C)C(=N)N(C)C.[N+:28]([C:31]1[C:32]([CH:37]=O)=[N:33][CH:34]=[CH:35][CH:36]=1)([O-:30])=[O:29]>C1COCC1.O>[C:15]([O:14][C:12]([NH:11][C:4](=[CH:37][C:32]1[C:31]([N+:28]([O-:30])=[O:29])=[CH:36][CH:35]=[CH:34][N:33]=1)[C:3]([O:2][CH3:1])=[O:19])=[O:13])([CH3:16])([CH3:17])[CH3:18]. Procedure details: Methyl[(tert-butoxycarbonyl)amino](dimethoxyphosphoryl)acetate (1.33 g, 4.46 mmol) was dissolved in dry THF (20 mL) and cooled to −78° C. under nitrogen. Tetramethylguanidine (490 mg, 4.26 mmol) was added and the solution stirred at −78° C. for a further 10 mins. A solution of 3-nitropyridine-2-carbaldehyde (Tetrahedron vol 0.54 (1998) p 6311) (618 mg, 4.06 mmol) in dry THF (5 mL.) was added drop wise. After stirring the solution for 2 hours. at −78° C. (50 mL) it was diluted with water (150 mL)... Reactants: Cl (HCl), OC1=CC=C(C=C1)C1=CC=C(C=C1)O (4,4′-dihydroxybiphenyl), ICCCCCCOC(C=C)=O (acrylic acid 6-iodohexyl ester), C([O-])([O-])=O.[K+].[K+] (potassium carbonate). Solvent: CN(C)C=O (DMF). The product is OC1=CC=C(C=C1)C1=CC=C(C=C1)OCCCCCCOC(C=C)=O (Acrylic acid 6-(4′-hydroxybiphenyl-4-oxy)hexyl ester). As a reaction SMILES: [OH:1][C:2]1[CH:7]=[CH:6][C:5]([C:8]2[CH:13]=[CH:12][C:11]([OH:14])=[CH:10][CH:9]=2)=[CH:4][CH:3]=1.I[CH2:16][CH2:17][CH2:18][CH2:19][CH2:20][CH2:21][O:22][C:23](=[O:26])[CH:24]=[CH2:25].C(=O)([O-])[O-].[K+].[K+].Cl>CN(C=O)C>[OH:1][C:2]1[CH:3]=[CH:4][C:5]([C:8]2[CH:13]=[CH:12][C:11]([O:14][CH2:16][CH2:17][CH2:18][CH2:19][CH2:20][CH2:21][O:22][C:23](=[O:26])[CH:24]=[CH2:25])=[CH:10][CH:9]=2)=[CH:6][CH:7]=1 |f:2.3.4|. Reported procedure: A solution of 4,4′-dihydroxybiphenyl (3.72 g, 20 mmol), acrylic acid 6-iodohexyl ester (4.21 g, 15 mmol) and potassium carbonate (2.07 g, 15 mmol) in DMF (50 ml) was stirred overnight at room temperature and under argon atmosphere. The reaction mixture was then poured into HCl 3N (100 ml) and extracted with ether (3×200 ml). The combined organic extracts were washed with saturated NaCl solution (200 ml), dried over magnesium sulfate, filtered and evaporated to dryness. The crystalline residue ob... The reactants are O(C1=CC=CC=C1)C1=CC=C(C=C1)C1CCNCC1 (4-(4-phenoxyphenyl)piperidine), CN(C(CBr)=O)C(=C)C1=CC=CC=C1 (N-methyl-N-(1-phenylvinyl)-2-bromoacetamide). Yields the product CN(C(CN1CCC(CC1)C1=CC=C(C=C1)OC1=CC=CC=C1)=O)C(=C)C1=CC=CC=C1 (N-methyl-N-(1-phenylvinyl)-4-(4-phenoxyphenyl)-1-piperidinacetamide). As a reaction SMILES: [O:1]([C:8]1[CH:13]=[CH:12][C:11]([CH:14]2[CH2:19][CH2:18][NH:17][CH2:16][CH2:15]2)=[CH:10][CH:9]=1)[C:2]1[CH:7]=[CH:6][CH:5]=[CH:4][CH:3]=1.[CH3:20][N:21]([C:26]([C:28]1[CH:33]=[CH:32][CH:31]=[CH:30][CH:29]=1)=[CH2:27])[C:22](=[O:25])[CH2:23]Br>>[CH3:20][N:21]([C:26]([C:28]1[CH:33]=[CH:32][CH:31]=[CH:30][CH:29]=1)=[CH2:27])[C:22](=[O:25])[CH2:23][N:17]1[CH2:18][CH2:19][CH:14]([C:11]2[CH:12]=[CH:13][C:8]([O:1][C:2]3[CH:3]=[CH:4][CH:5]=[CH:6][CH:7]=3)=[CH:9][CH:10]=2)[CH2:15][CH2:16]1. Reported procedure: The compound (4) synthesized in Reference Example 4 and the compound (25) synthesized in Reference Example 25 were used to produce the above compound in the same way as Example 1. Reactants: [Al+3], CCOC(C)=O, CCOC(=O)c1c(Cl)nn(CC)c1Cl, [H-], [H-], [H-], [H-], [Li+], C1CCOC1, O. The product is CCn1nc(Cl)c(CO)c1Cl. RXN SMILES: [Al+3:2].[CH3:21][CH2:22][O:23][C:24](=[O:25])[CH3:26].[Cl:7][c:8]1[n:9][n:10]([CH2:19][CH3:20])[c:11]([Cl:18])[c:12]1[C:13](=[O:14])[O:15][CH2:16][CH3:17].[H-:1].[H-:4].[H-:5].[H-:6].[Li+:3].[O:28]1[CH2:29][CH2:30][CH2:31][CH2:32]1.[OH2:27]>>[Cl:7][c:8]1[n:9][n:10]([CH2:19][CH3:20])[c:11]([Cl:18])[c:12]1[CH2:13][OH:14]. Starting materials: CC(=O)O, CCOC(=O)N1C2CCC1CC(N1CCC(=O)CC1)C2, CCNc1ccccc1. Yields the product CCOC(=O)N1C2CCC1CC(N1CCC(N(CC)c3ccccc3)CC1)C2. As a reaction SMILES: [C:30]([OH:31])(=[O:32])[CH3:33].[CH2:1]([CH3:2])[O:3][C:4](=[O:5])[N:6]1[CH:7]2[CH2:8][CH:9]([N:14]3[CH2:15][CH2:16][C:17](=[O:20])[CH2:18][CH2:19]3)[CH2:10][CH:11]1[CH2:12][CH2:13]2.[CH2:21]([CH3:22])[NH:23][c:24]1[cH:25][cH:26][cH:27][cH:28][cH:29]1>>[CH2:1]([CH3:2])[O:3][C:4](=[O:5])[N:6]1[CH:7]2[CH2:8][CH:9]([N:14]3[CH2:15][CH2:16][CH:17]([N:23]([CH2:21][CH3:22])[c:24]4[cH:25][cH:26][cH:27][cH:28][cH:29]4)[CH2:18][CH2:19]3)[CH2:10][CH:11]1[CH2:12][CH2:13]2.